Task: describe an organic reaction: reactants, conditions, products, and yield. Dataset: the Open Reaction Database (ORD), a public repository of structured organic reaction records Starting materials: CCN(C(C)C)C(C)C, O=C(Cl)c1cc(Cl)ncn1, ClCCl, Cc1cc(S(N)(=O)=O)ccc1N, CN(C)C=O. Yields the product Cc1cc(S(N)(=O)=O)ccc1NC(=O)c1cc(Cl)ncn1. As a reaction SMILES: [CH:23]([N:24]([CH2:25][CH3:26])[CH:27]([CH3:28])[CH3:29])([CH3:30])[CH3:31].[Cl:1][c:2]1[cH:3][c:4]([C:8](=[O:9])[Cl:10])[n:5][cH:6][n:7]1.[Cl:32][CH2:33][Cl:34].[NH2:11][c:12]1[c:13]([CH3:22])[cH:14][c:15]([S:18](=[O:19])(=[O:20])[NH2:21])[cH:16][cH:17]1.[O:35]=[CH:36][N:37]([CH3:38])[CH3:39]>>[Cl:1][c:2]1[cH:3][c:4]([C:8](=[O:9])[NH:11][c:12]2[c:13]([CH3:22])[cH:14][c:15]([S:18](=[O:19])(=[O:20])[NH2:21])[cH:16][cH:17]2)[n:5][cH:6][n:7]1. Reactants: CN(C)C=O, ClCCCl, CC(Oc1cccc(Oc2c(Cl)cc(C(F)(F)F)cc2Cl)c1)(C(=O)O)[N+](=O)[O-], O=S(Cl)Cl. The product is CC(Oc1cccc(Oc2c(Cl)cc(C(F)(F)F)cc2Cl)c1)(C(=O)Cl)[N+](=O)[O-]. As a reaction SMILES: [CH3:33][N:34]([CH3:35])[CH:36]=[O:37].[Cl:38][CH2:39][CH2:40][Cl:41].[Cl:5][c:6]1[c:7]([O:8][c:9]2[cH:10][cH:11][cH:12][c:13]([O:14][C:15]([C:16](=[O:17])[OH:18])([CH3:19])[N+:20](=[O:21])[O-:22])[cH:23]2)[c:24]([Cl:32])[cH:25][c:26]([C:28]([F:29])([F:30])[F:31])[cH:27]1.[S:1]([Cl:2])([Cl:3])=[O:4]>>[Cl:3][C:16]([C:15]([O:14][c:13]1[cH:12][cH:11][cH:10][c:9]([O:8][c:7]2[c:6]([Cl:5])[cH:27][c:26]([C:28]([F:29])([F:30])[F:31])[cH:25][c:24]2[Cl:32])[cH:23]1)([CH3:19])[N+:20](=[O:21])[O-:22])=[O:17]. Reactants: ClC1=CC(=CC=C1)C(=O)OO (m-Chloroperbenzoic acid), COC1SC(=C(NC1=O)C)C1=CC=NC=C1 (2 -methoxy-5-methyl-6-(4-pyridinyl)-2H-1,4-thiazin-3(4H)-one). The solvent is CO (methanol). Conditions: time 2 hour. Yields the product COC1(SC(=C(NC1=O)C)C1=CC=NC=C1)OC (2,2-dimethoxy-5-methyl-6-(4-pyridinyl)-2H-1,4-thiazin-3(4H)-one). The yield is 65.7%. Reaction SMILES: ClC1C=CC=C([C:8](OO)=[O:9])C=1.[CH3:12][O:13][CH:14]1[C:19](=[O:20])[NH:18][C:17]([CH3:21])=[C:16]([C:22]2[CH:27]=[CH:26][N:25]=[CH:24][CH:23]=2)[S:15]1>CO>[CH3:12][O:13][C:14]1([O:9][CH3:8])[C:19](=[O:20])[NH:18][C:17]([CH3:21])=[C:16]([C:22]2[CH:27]=[CH:26][N:25]=[CH:24][CH:23]=2)[S:15]1. Reported procedure: m-Chloroperbenzoic acid (2.8 g) was added to a stirred solution of 2 -methoxy-5-methyl-6-(4-pyridinyl)-2H-1,4-thiazin-3(4H)-one (2.7 g) in methanol (100 ml) under ice/water-cooling. The reaction mixture was further stirred at ambient temperature for 2 hours. Methanol was removed under reduced pressure and the residue was dissolved in ethyl acetate, was washed with saturated sodium bicarbonate aqueous solution and successively with water, and was dried over magnesium sulfate. Ethyl acetate was re... Reactants: C(C)(=O)OCC (ethyl acetate), N1C(C2=C3C(C=CC=C13)=CC=C2)=O (Benz[cd]indole-2(1H)-one), CI (methyl iodide), [H-].[Na+] (sodium hydride). Solvent: O (water), CN(C=O)C (N,N-dimethylformamide). Run at time 20 minute. The product is CN1C(C2=C3C(C=CC=C13)=CC=C2)=O (1-Methylbenz[cd]indole-2(1H)-one). As a reaction SMILES: [NH:1]1[C:9]2[C:4]3[C:5](=[CH:10][CH:11]=[CH:12][C:3]=3[C:2]1=[O:13])[CH:6]=[CH:7][CH:8]=2.[H-].[Na+].CI.[C:18](OCC)(=O)C>CN(C)C=O.O>[CH3:18][N:1]1[C:9]2[C:4]3[C:5](=[CH:10][CH:11]=[CH:12][C:3]=3[C:2]1=[O:13])[CH:6]=[CH:7][CH:8]=2 |f:1.2|. Reported procedure: Benz[cd]indole-2(1H)-one (5.1 g, 30 mmol) was dissolved in anhydrous N,N-dimethylformamide (100 ml). Thereto was added sodium hydride (60% content, 1.2 g, 30 mmol), and the resulting solution was stirred for 20 minutes in an ice bath. The reaction solution was mixed with methyl iodide (2.6 ml, 42 mmol) and again stirred at a room temperature for 1 hour. The reaction solution was mixed with ethyl acetate (300 ml) and water (200 ml), and the reaction product was extracted with ethyl acetate. The e... RXN SMILES: C([O:4][CH2:5][C:6]([N:8]1[CH2:13][CH2:12][N:11]([C:14]2[CH:35]=[CH:34][C:17]([NH:18][C:19]3[N:24]=[C:23]([C:25]4[N:29]([CH:30]([CH3:32])[CH3:31])[C:28]([CH3:33])=[N:27][CH:26]=4)[CH:22]=[CH:21][N:20]=3)=[CH:16][CH:15]=2)[CH2:10][CH2:9]1)=[O:7])(=O)C.N>CO>[OH:4][CH2:5][C:6]([N:8]1[CH2:9][CH2:10][N:11]([C:14]2[CH:35]=[CH:34][C:17]([NH:18][C:19]3[N:24]=[C:23]([C:25]4[N:29]([CH:30]([CH3:32])[CH3:31])[C:28]([CH3:33])=[N:27][CH:26]=4)[CH:22]=[CH:21][N:20]=3)=[CH:16][CH:15]=2)[CH2:12][CH2:13]1)=[O:7]. Run in CO (MeOH), CO (MeOH). Procedure: 2-{4-[4-(2-Acetoxyacetyl)piperazin-1-yl]anilino}-4-(1-isopropyl-2-methyl-1H-imidazol-5-yl)pyrimidine (Example 21; 330 mg) was stirred in MeOH (5 ml) at room temperature and 7N ammonia in MeOH (1.6 ml) was added. After 28 hours, the reaction was evaporated under reduced pressure. Chromatography on silica gel using MeOH:DCM (4:96 to 5:95), yielded the title compound as a yellow solid. (108 mg 36%). NMR: 1.39 (d, 6H), 2.46 (s, 3H), 3.05 (b s, 4H), 3.48 (b s, 2H), 3.61 (b s, 2H), 4.12 (d, 2H), 4.57 ... Starting materials: C(C)(=O)OCC(=O)N1CCN(CC1)C1=CC=C(NC2=NC=CC(=N2)C2=CN=C(N2C(C)C)C)C=C1 (2-{4-[4-(2-Acetoxyacetyl)piperazin-1-yl]anilino}-4-(1-isopropyl-2-methyl-1H-imidazol-5-yl)pyrimidine), N (ammonia). Yields the product OCC(=O)N1CCN(CC1)C1=CC=C(NC2=NC=CC(=N2)C2=CN=C(N2C(C)C)C)C=C1 (2-{4-[4-(2-Hydroxyacetyl)piperazin-1-yl]anilino}-4-(1-isopropyl-2-methyl-1H-imidazol-5-yl)pyrimidine). Run at time 28 hour. Reactants: C(C)(=O)OC(CC#N)COS(=O)(=O)C1=CC=C(C)C=C1 (3-acetyloxy-4-tosyloxybutanenitrile). Run in C(Cl)(Cl)Cl (CHCl3). Yields the product C(C)(=O)O[C@H](CC#N)COS(=O)(=O)C1=CC=C(C=C1)C ((R)-3-Acetyloxy-4-(4-methylphenylsulphonyloxy)butanenitrile). Isolated yield 46.0%. Reaction SMILES: [C:1]([O:4][CH:5]([CH2:9][O:10][S:11]([C:14]1[CH:20]=[CH:19][C:17]([CH3:18])=[CH:16][CH:15]=1)(=[O:13])=[O:12])[CH2:6][C:7]#[N:8])(=[O:3])[CH3:2]>C(Cl)(Cl)Cl>[C:1]([O:4][C@@H:5]([CH2:9][O:10][S:11]([C:14]1[CH:20]=[CH:19][C:17]([CH3:18])=[CH:16][CH:15]=1)(=[O:13])=[O:12])[CH2:6][C:7]#[N:8])(=[O:3])[CH3:2]. Procedure: [α]28D=+22.6 (c 1.0, CHCl3); NMR and Mass spectral data are identical to 3-acetyloxy-4-tosyloxybutanenitrile; Yield 46%. Reactants: C1OC=2C=C(N)C=CC2O1 (3,4-(methylenedioxy) aniline), BrC1=CC2=C(C=C1)OCO2 (4-bromo-1,2-(methylenedioxy) benzene), CC(C)([O-])C.[Na+] (sodium tert-butoxide). The reagents and catalysts are C=1C=CC(=CC1)/C=C/C(=O)/C=C/C2=CC=CC=C2.C=1C=CC(=CC1)/C=C/C(=O)/C=C/C2=CC=CC=C2.C=1C=CC(=CC1)/C=C/C(=O)/C=C/C2=CC=CC=C2.[Pd].[Pd] (tris(dibenzylideneacetone)dipalladium), C1(=CC=CC=C1)P([C-]1C=CC=C1)C1=CC=CC=C1.[C-]1(C=CC=C1)P(C1=CC=CC=C1)C1=CC=CC=C1.[Fe+2] (1,1′-bis(diphenylphosphino)-ferrocene). Run in C1(=CC=CC=C1)C (toluene). Reaction conditions: temperature 80 celsius. Product: O1COC2=C1C=CC(=C2)NC2=CC1=C(OCO1)C=C2 (N-1,3-benzodioxol-5-yl-1,3-benzodioxol-5-amine). Isolated yield 73.1%. As a reaction SMILES: [CH2:1]1[O:10][C:9]2[CH:8]=[CH:7][C:5]([NH2:6])=[CH:4][C:3]=2[O:2]1.Br[C:12]1[CH:17]=[CH:16][C:15]2[O:18][CH2:19][O:20][C:14]=2[CH:13]=1.CC(C)([O-])C.[Na+]>C1C=CC(/C=C/C(/C=C/C2C=CC=CC=2)=O)=CC=1.C1C=CC(/C=C/C(/C=C/C2C=CC=CC=2)=O)=CC=1.C1C=CC(/C=C/C(/C=C/C2C=CC=CC=2)=O)=CC=1.[Pd].[Pd].C1(P(C2C=CC=CC=2)[C-]2C=CC=C2)C=CC=CC=1.[C-]1(P(C2C=CC=CC=2)C2C=CC=CC=2)C=CC=C1.[Fe+2].C1(C)C=CC=CC=1>[O:10]1[C:9]2[CH:8]=[CH:7][C:5]([NH:6][C:12]3[CH:17]=[CH:16][C:15]4[O:18][CH2:19][O:20][C:14]=4[CH:13]=3)=[CH:4][C:3]=2[O:2][CH2:1]1 |f:2.3,4.5.6.7.8,9.10.11|. Reported procedure: To a flask equipped with a magnetic stirrer, reflux condensor, and nitrogen inlet was added 3,4-(methylenedioxy) aniline (5.34 grams, 38.9 mmoles), 4-bromo-1,2-(methylenedioxy) benzene (6.41 grams, 31.9 mmoles), tris(dibenzylideneacetone)dipalladium (0) (0.71 grams, 0.8 mmoles), 1,1′-bis(diphenylphosphino)-ferrocene (1.29 grams, 2.3 mmoles), sodium tert-butoxide (4.20 grams, 43.7 mmoles) and anhydrous toluene (40 mL). The contents of the flask were heated to 80° C. for three days; cooled to room... Reactants: [Si](C)(C)(C(C)(C)C)OCCCOC1=CC(N(C=C1)C1=CC(=C(S1)C(=O)NCC1=CC(=CC=C1)F)C)=O (5-(4-(3-(tert-butyldimethylsilyloxy)propoxy)-2-oxopyridin-1(2H)-yl)-N-(3-fluorobenzyl)-3-methylthiophene-2-carboxamide). Run in C(C)(=O)O (acetic acid). The product is FC=1C=C(CNC(=O)C=2SC(=CC2C)N2C(C=C(C=C2)OCCCO)=O)C=CC1 (N-(3-Fluorobenzyl)-5-(4-(3-hydroxypropoxy)-2-oxopyridin-1(2H)-yl)-3-methylthiophene-2-carboxamide). The yield is 61.0%. RXN SMILES: [Si]([O:8][CH2:9][CH2:10][CH2:11][O:12][C:13]1[CH:18]=[CH:17][N:16]([C:19]2[S:23][C:22]([C:24]([NH:26][CH2:27][C:28]3[CH:33]=[CH:32][CH:31]=[C:30]([F:34])[CH:29]=3)=[O:25])=[C:21]([CH3:35])[CH:20]=2)[C:15](=[O:36])[CH:14]=1)(C(C)(C)C)(C)C>C(O)(=O)C>[F:34][C:30]1[CH:29]=[C:28]([CH:33]=[CH:32][CH:31]=1)[CH2:27][NH:26][C:24]([C:22]1[S:23][C:19]([N:16]2[CH:17]=[CH:18][C:13]([O:12][CH2:11][CH2:10][CH2:9][OH:8])=[CH:14][C:15]2=[O:36])=[CH:20][C:21]=1[CH3:35])=[O:25]. Procedure: A solution of 5-(4-(3-(tert-butyldimethylsilyloxy)propoxy)-2-oxopyridin-1(2H)-yl)-N-(3-fluorobenzyl)-3-methylthiophene-2-carboxamide (0.368 mmol) in acetic acid (5 mL) was stirred at 60° C. for 16 hours. The reaction mixture was allowed to cool to ambient temperature and concentrated in vacuo. The residue was purified by column chromatography eluted with 0-10% methanol in dichloromethane to afford the title compound as a pinkish solid in 61% yield (0.093 g): mp 135-137° C.; 1H NMR (300 MHz, DMSO... Starting materials: BrC1=CC=C(C(=O)C2=CC=C(C(=O)O)C=C2)C=C1 (4-(4-bromobenzoyl)benzoic acid), C(C)NCC (diethylamine). Reagents/catalysts: CN(C=O)C (N,N-dimethylformamide). Run in ClCCl (dichloromethane), S(=O)(Cl)Cl (thionyl chloride). Conditions: temperature 50 celsius, time 30 minute. The product is BrC1=CC=C(C(=O)C2=CC=C(C(=O)N(CC)CC)C=C2)C=C1 (4-(4-Bromobenzoyl)-N,N-diethylbenzamide). Yield: 68.0%. Reaction SMILES: [Br:1][C:2]1[CH:18]=[CH:17][C:5]([C:6]([C:8]2[CH:16]=[CH:15][C:11]([C:12]([OH:14])=O)=[CH:10][CH:9]=2)=[O:7])=[CH:4][CH:3]=1.[CH2:19]([NH:21][CH2:22][CH3:23])[CH3:20]>S(Cl)(Cl)=O.CN(C)C=O.ClCCl>[Br:1][C:2]1[CH:3]=[CH:4][C:5]([C:6]([C:8]2[CH:9]=[CH:10][C:11]([C:12]([N:21]([CH2:22][CH3:23])[CH2:19][CH3:20])=[O:14])=[CH:15][CH:16]=2)=[O:7])=[CH:17][CH:18]=1. Reported procedure: To a suspension of 4-(4-bromobenzoyl)benzoic acid (87 mg, 0.29 mmol; described in: Parham, W. E.; Sayed, Y. A. J. Org. Chem. 1974, 39(14), 2053-2056) in thionyl chloride (1 mL) at 50° C. was added a few drops of N,N-dimethylformamide. The clear solution was stirred at 50° C. for 30 min. The excess of thionyl chloride was removed under reduced pressure, and by evaporation with several portions of toluene. The residue was dissolved in dichloromethane (10 mL) and a large excess of triethylamine was...